This data is from the Open Reaction Database (ORD), a public repository of structured organic reaction records. The task is: describe an organic reaction: reactants, conditions, products, and yield Reactants: OCCOc1ccccc1, O=S(Cl)Cl. The product is ClCCOc1ccccc1. RXN SMILES: [O:1]([c:2]1[cH:3][cH:4][cH:5][cH:6][cH:7]1)[CH2:8][CH2:9][OH:10].[S:11]([Cl:12])([Cl:13])=[O:14]>>[O:1]([c:2]1[cH:3][cH:4][cH:5][cH:6][cH:7]1)[CH2:8][CH2:9][Cl:13]. The reactants are CC1(O[C@@H]([C@H](O1)[C@@H](CO)O)[C@@H](CO)O)C (3,4-O-isopropylidene-D-mannitol), I(=O)(=O)(=O)[O-].[Na+] (sodium periodate), [BH4-].[K+] (potassium borohydride). The product is CC1(O[C@@H]([C@H](O1)CO)CO)C (2,3-O-isopropylidene-D-threitol). The yield is 92.0%. RXN SMILES: [CH3:1][C:2]1([CH3:15])[O:6][C@H:5]([C@H:7]([OH:10])CO)[C@@H:4]([C@H:11]([OH:14])CO)[O:3]1.I([O-])(=O)(=O)=O.[Na+].[BH4-].[K+]>>[CH3:1][C:2]1([CH3:15])[O:3][C@H:4]([CH2:11][OH:14])[C@@H:5]([CH2:7][OH:10])[O:6]1 |f:1.2,3.4|. Procedure: The starting material (1) (3,4-O-isopropylidene-D-mannitol) was reacted with sodium periodate and potassium borohydride as described in J. Chem. Soc., Perkin Trans. I., 1972, 275 (the contents of which are herein incorporated by reference) to yield compound (2) in 92% yield. Compound (2) (5.1 g) was dissolved in pyridine (40 ml) and cooled in ice. To this solution was added methanesulphonyl chloride (18 ml), dropwise with stirring. The mixture was allowed to stand at room temperature for 3 hours... Reactants: BrC1=CC(=CC=2N(C(=NC21)N2CCN(CC2)C2=NC=CC=C2C(F)(F)F)COCC[Si](C)(C)C)C(F)(F)F (4-Bromo-6-trifluoromethyl-2-[4-(3-trifluoromethyl-pyridin-2-yl)-piperazin-1-yl]-1-(2-trimethylsilanyl-ethoxymethyl)-1H-benzoimidazole), N1CCCCC1 (piperidine). Yields the product N1(CCCCC1)C1=CC(=CC=2N(C(=NC21)N2CCN(CC2)C2=NC=CC=C2C(F)(F)F)COCC[Si](C)(C)C)C(F)(F)F (4-Piperidin-1-yl-6-trifluoromethyl-2-[4-(3-trifluoromethyl-pyridin-2-yl)-piperazin-1-yl]-1-(2-trimethylsilanyl-ethoxymethyl)-1H-benzoimidazole). RXN SMILES: Br[C:2]1[C:10]2[N:9]=[C:8]([N:11]3[CH2:16][CH2:15][N:14]([C:17]4[C:22]([C:23]([F:26])([F:25])[F:24])=[CH:21][CH:20]=[CH:19][N:18]=4)[CH2:13][CH2:12]3)[N:7]([CH2:27][O:28][CH2:29][CH2:30][Si:31]([CH3:34])([CH3:33])[CH3:32])[C:6]=2[CH:5]=[C:4]([C:35]([F:38])([F:37])[F:36])[CH:3]=1.[NH:39]1[CH2:44][CH2:43][CH2:42][CH2:41][CH2:40]1>>[N:39]1([C:2]2[C:10]3[N:9]=[C:8]([N:11]4[CH2:16][CH2:15][N:14]([C:17]5[C:22]([C:23]([F:26])([F:25])[F:24])=[CH:21][CH:20]=[CH:19][N:18]=5)[CH2:13][CH2:12]4)[N:7]([CH2:27][O:28][CH2:29][CH2:30][Si:31]([CH3:34])([CH3:33])[CH3:32])[C:6]=3[CH:5]=[C:4]([C:35]([F:38])([F:37])[F:36])[CH:3]=2)[CH2:44][CH2:43][CH2:42][CH2:41][CH2:40]1. Procedure details: 4-Bromo-6-trifluoromethyl-2-[4-(3-trifluoromethyl-pyridin-2-yl)-piperazin-1-yl]-1-(2-trimethylsilanyl-ethoxymethyl)-1H-benzoimidazole from step (a) above (160 mg, 0.26 mmol) and piperidine (84 mg, 1 mmol) reacted under the conditions of Example 127b to give the title compound as an oil. MS (ESI, pos. ion) m/z: 629 (M+1). Reactants: Clc1ncc(Br)cn1, C1COCCO1, CS(C)=O, Nc1ccc(CC(=O)O)cc1. Yields the product O=C(O)Cc1ccc(Nc2ncc(Br)cn2)cc1. RXN SMILES: [Br:12][c:13]1[cH:14][n:15][c:16]([Cl:19])[n:17][cH:18]1.[CH2:24]1[O:25][CH2:26][CH2:27][O:28][CH2:29]1.[CH3:20][S:21]([CH3:22])=[O:23].[NH2:1][c:2]1[cH:3][cH:4][c:5]([CH2:8][C:9](=[O:10])[OH:11])[cH:6][cH:7]1>>[NH:1]([c:2]1[cH:3][cH:4][c:5]([CH2:8][C:9](=[O:10])[OH:11])[cH:6][cH:7]1)[c:16]1[n:15][cH:14][c:13]([Br:12])[cH:18][n:17]1. Starting materials: O=C([O-])[O-], COc1ccc(CCCl)cc1, [K+], [K+], Nc1ccccc1N1CCCCC1, CN(C)C=O. Product: COc1ccc(CCNc2ccccc2N2CCCCC2)cc1. Reaction SMILES: [C:25](=[O:26])([O-:27])[O-:28].[CH3:14][O:15][c:16]1[cH:17][cH:18][c:19]([CH2:20][CH2:21][Cl:22])[cH:23][cH:24]1.[K+:29].[K+:30].[N:1]1([c:7]2[c:8]([NH2:9])[cH:10][cH:11][cH:12][cH:13]2)[CH2:2][CH2:3][CH2:4][CH2:5][CH2:6]1.[O:31]=[CH:32][N:33]([CH3:34])[CH3:35]>>[N:1]1([c:7]2[c:8]([NH:9][CH2:21][CH2:20][c:19]3[cH:18][cH:17][c:16]([O:15][CH3:14])[cH:24][cH:23]3)[cH:10][cH:11][cH:12][cH:13]2)[CH2:2][CH2:3][CH2:4][CH2:5][CH2:6]1. Starting materials: C(=O)([O-])[O-].[K+].[K+] (K2CO3), COCCBr (2-bromoethyl methyl ether), Cl.NC1=NC=C2C(=N1)N(N=C2C2=CC(=C(C(=C2)F)O)Br)C (4-(6-Amino-1-methyl-1H-pyrazolo[3,4-d]pyrimidin-3-yl)-2-bromo-6-fluoro-phenol hydrochloride). Run in CO (MeOH), CN(C)C=O (DMF). Reaction conditions: temperature 120 celsius. The product is BrC=1C=C(C=C(C1OCCOC)F)C1=NN(C2=NC(=NC=C21)N)C (3-[3-Bromo-5-fluoro-4-(2-methoxy-ethoxy)-phenyl]-1-methyl-1H-pyrazolo[3,4-d]pyrimidin-6-ylamine). Reaction SMILES: Cl.[NH2:2][C:3]1[N:8]=[C:7]2[N:9]([CH3:21])[N:10]=[C:11]([C:12]3[CH:17]=[C:16]([F:18])[C:15]([OH:19])=[C:14]([Br:20])[CH:13]=3)[C:6]2=[CH:5][N:4]=1.C([O-])([O-])=O.[K+].[K+].[CH3:28][O:29][CH2:30][CH2:31]Br>CN(C=O)C.CO>[Br:20][C:14]1[CH:13]=[C:12]([C:11]2[C:6]3[C:7](=[N:8][C:3]([NH2:2])=[N:4][CH:5]=3)[N:9]([CH3:21])[N:10]=2)[CH:17]=[C:16]([F:18])[C:15]=1[O:19][CH2:31][CH2:30][O:29][CH3:28] |f:0.1,2.3.4|. Procedure: 4-(6-Amino-1-methyl-1H-pyrazolo[3,4-d]pyrimidin-3-yl)-2-bromo-6-fluoro-phenol hydrochloride (Example 42b) (30 mg, 0.08 mmol) is dissolved in DMF (1 ml) then treated with K2CO3 (24 mg, 0.18 mmol) and 2-bromoethyl methyl ether (7.5 μL, 0.08 mmol). The reaction mixture is heated at 120° C. for 3 hours then cooled to room temperature, diluted with MeOH and concentrated in vacuo. The crude residue is dry loaded onto silica and purification by flash chromatography on silica eluting with iso-hexanes:Et... The reactants are C(#N)C=1C=C(C=CC1OCC(C)(C)C)NC(=O)C=1C=NNC1C (N-(3-Cyano-4-neopentyloxyphenyl)-5-methylpyrazole-4-carboxamide), C([O-])([O-])=O.[K+].[K+] (potassium carbonate), [I-].[K+] (potassium iodide), BrCC(=O)OCC (ethyl bromoacetate). Run in O (water), C1(=CC=CC=C1)C (toluene), CN(C=O)C (dimethylformamide). Reaction conditions: temperature 60 celsius, time 4 hour. The product is C(#N)C=1C=C(C=CC1OCC(C)(C)C)NC(=O)C=1C(=NN(C1)CC(=O)OCC)C (Ethyl 4-[N-(3-cyano-4-neopentyloxyphenyl)carbamoyl]-3-methylpyrazol-1-ylacetate). Yield: 22.9%. As a reaction SMILES: [C:1]([C:3]1[CH:4]=[C:5]([NH:15][C:16]([C:18]2[CH:19]=[N:20][NH:21][C:22]=2[CH3:23])=[O:17])[CH:6]=[CH:7][C:8]=1[O:9][CH2:10][C:11]([CH3:14])([CH3:13])[CH3:12])#[N:2].C(=O)([O-])[O-].[K+].[K+].[I-].[K+].Br[CH2:33][C:34]([O:36][CH2:37][CH3:38])=[O:35]>O.C1(C)C=CC=CC=1.CN(C)C=O>[C:1]([C:3]1[CH:4]=[C:5]([NH:15][C:16]([C:18]2[C:22]([CH3:23])=[N:21][N:20]([CH2:33][C:34]([O:36][CH2:37][CH3:38])=[O:35])[CH:19]=2)=[O:17])[CH:6]=[CH:7][C:8]=1[O:9][CH2:10][C:11]([CH3:14])([CH3:13])[CH3:12])#[N:2] |f:1.2.3,4.5|. Procedure details: N-(3-Cyano-4-neopentyloxyphenyl)-5-methylpyrazole-4-carboxamide (2.4 g), potassium carbonate (1.1 g), potassium iodide (1.4 g) and ethyl bromoacetate (1.4 g) were added to a mixed solvent of dimethylformamide (24 ml) and toluene (24 ml) and the mixture was stirred at 60° C. for 4 h. The reaction mixture was added into water, washed with dilute hydrochloric acid and saturated brine, and dried over anhydrous magnesium sulfate, after which the solvent was evaporated under reduced pressure. The resi... Reactants: COc1cc2c(C#N)cnc(Br)c2cc1OC, CCOC(C)=O, CSc1cccc(C=O)c1, CN1C=C[NH+](C)C1, CN(C)C=O, CCCCCC, [H-], [I-], [Na+], O. Yields the product COc1cc2c(C#N)cnc(C(=O)c3cccc(SC)c3)c2cc1OC. Reaction SMILES: [Br:1][c:2]1[n:3][cH:4][c:5]([C:16]#[N:17])[c:6]2[cH:7][c:8]([O:14][CH3:15])[c:9]([O:12][CH3:13])[cH:10][c:11]12.[C:49]([O:50][CH2:51][CH3:52])(=[O:53])[CH3:54].[CH3:18][S:19][c:20]1[cH:21][c:22]([CH:23]=[O:24])[cH:25][cH:26][cH:27]1.[CH3:29][NH+:30]1[CH:31]=[CH:32][N:33]([CH3:34])[CH2:35]1.[CH3:38][N:39]([CH3:40])[CH:41]=[O:42].[CH3:43][CH2:44][CH2:45][CH2:46][CH2:47][CH3:48].[H-:36].[I-:28].[Na+:37].[OH2:55]>>[c:2]1([C:23]([c:22]2[cH:21][c:20]([S:19][CH3:18])[cH:27][cH:26][cH:25]2)=[O:24])[n:3][cH:4][c:5]([C:16]#[N:17])[c:6]2[cH:7][c:8]([O:14][CH3:15])[c:9]([O:12][CH3:13])[cH:10][c:11]12. Reactants: CC=1C(=NC=C(C1)C)N1CCNCC1 (1-(3,5-dimethylpyridin-2-yl)piperazine), BrC1=CC(=C(C(=O)OC)C=C1)N1S(CCC1)(=O)=O (methyl 4-bromo-2-(1,1-dioxoisothiazolidin-2-yl)benzoate), O.[Cl-].COC1=NC(=NC(=N1)OC)[N+]1(CCOCC1)C (4-(4,6-dimethoxy[1.3.5]triazin-2-yl)-4-methylmorpholinium chloride hydrate), [OH-].[Na+] (sodium hydroxide), Cl (hydrochloric acid). The solvent is CO (methanol), CO (methanol), O (Water). Reaction conditions: temperature 65 celsius. Product: BrC1=CC(=C(C=C1)C(=O)N1CCN(CC1)C1=NC=C(C=C1C)C)N1S(CCC1)(=O)=O ([4-bromo-2-(1,1-dioxoisothiazolidin-2-yl)phenyl][4-(3,5-dimethylpyridin-2-yl)piperazin-1-yl]methanone). The yield is 81.6%. RXN SMILES: [Br:1][C:2]1[CH:11]=[CH:10][C:5]([C:6]([O:8]C)=O)=[C:4]([N:12]2[CH2:16][CH2:15][CH2:14][S:13]2(=[O:18])=[O:17])[CH:3]=1.[OH-].[Na+].Cl.[CH3:22][C:23]1[C:24]([N:30]2[CH2:35][CH2:34][NH:33][CH2:32][CH2:31]2)=[N:25][CH:26]=[C:27]([CH3:29])[CH:28]=1.O.[Cl-].COC1N=C(OC)N=C([N+]2(C)CCOCC2)N=1>CO.O>[Br:1][C:2]1[CH:11]=[CH:10][C:5]([C:6]([N:33]2[CH2:34][CH2:35][N:30]([C:24]3[C:23]([CH3:22])=[CH:28][C:27]([CH3:29])=[CH:26][N:25]=3)[CH2:31][CH2:32]2)=[O:8])=[C:4]([N:12]2[CH2:16][CH2:15][CH2:14][S:13]2(=[O:18])=[O:17])[CH:3]=1 |f:1.2,5.6.7|. Reported procedure: To methyl 4-bromo-2-(1,1-dioxoisothiazolidin-2-yl)benzoate (2 g) described in Preparation Example 116 were added 1N aqueous sodium hydroxide solution (9 mL) and methanol (18 mL), and the mixture was stirred at 60-70° C. 1N hydrochloric acid (9 mL) was added, a solution of 1-(3,5-dimethylpyridin-2-yl)piperazine (1.14 g) described in Preparation Example 47 in methanol (2 mL) and 4-(4,6-dimethoxy[1.3.5]triazin-2-yl)-4-methylmorpholinium chloride hydrate (DMT-MM) (1.65 g) were added, and the mixture...